This data is from the Open Reaction Database (ORD), a public repository of structured organic reaction records. The task is: describe an organic reaction: reactants, conditions, products, and yield Reported procedure: 2.8 g (49.9 millimoles) of prop-2-ynol are added dropwise to a stirred solution of 9.9 g (100 millimoles) of phosgene in 100 ml of absolute ether at -10° C. and the reaction solution is then stirred for 1 hour at the same temperature. Thereafter it is stirred for one hour at room temperature and the excess phosgene is then removed by means of a dry stream of nitrogen, after which the ether is removed under reduced pressure at room temperature. The prop-2-ynyl chloroformate which remains (5.2 g) ... Solvent: O1CCCC1 (tetrahydrofuran), CCOCC (ether). Reactants: C(C#C)O (prop-2-ynol), C(=O)(Cl)Cl (phosgene), NC1=CC=C(C=C1)C=1C(CC(NN1)=O)C (6-(p-aminophenyl)-4,5-dihydro-5-methyl-3(2H)-pyridazinone). Conditions: time 1 hour. As a reaction SMILES: [CH2:1]([OH:4])[C:2]#[CH:3].[C:5](Cl)(Cl)=[O:6].[NH2:9][C:10]1[CH:15]=[CH:14][C:13]([C:16]2[CH:17]([CH3:23])[CH2:18][C:19](=[O:22])[NH:20][N:21]=2)=[CH:12][CH:11]=1>CCOCC.O1CCCC1>[CH3:23][CH:17]1[C:16]([C:13]2[CH:14]=[CH:15][C:10]([NH:9][C:5]([O:4][CH2:1][C:2]#[CH:3])=[O:6])=[CH:11][CH:12]=2)=[N:21][NH:20][C:19](=[O:22])[CH2:18]1. The product is CC1CC(NN=C1C1=CC=C(C=C1)NC(=O)OCC#C)=O (4,5-dihydro-5-methyl-6-[p-(prop-2-ynyloxycarbonylamino)-phenyl]-3(2H)-pyridazinone). Isolated yield 41.3%. Starting materials: ClC1=CC2=C(C(C3=C(C(N2)=O)NN=C3C(=O)OCC)=O)C=C1 (7-chloro-3-(ethoxycarbonyl)pyrazolo[3,4-c][1]benzazepine-4,10(1H,9H)-dione), C(C)(=O)O (acetic acid). Run in [OH-].[Na+] (sodium hydroxide). Yields the product ClC1=CC2=C(C(C3=C(C(N2)=O)NN=C3C(=O)O)=O)C=C1 (7-Chloro-3-(carboxy)pyrazolo[3,4-c][1]benzazepine-4,10-(1H,9H)-dione). Isolated yield 93.3%. As a reaction SMILES: [Cl:1][C:2]1[CH:22]=[CH:21][C:5]2[C:6](=[O:20])[C:7]3[C:14]([C:15]([O:17]CC)=[O:16])=[N:13][NH:12][C:8]=3[C:9](=[O:11])[NH:10][C:4]=2[CH:3]=1.C(O)(=O)C>[OH-].[Na+]>[Cl:1][C:2]1[CH:22]=[CH:21][C:5]2[C:6](=[O:20])[C:7]3[C:14]([C:15]([OH:17])=[O:16])=[N:13][NH:12][C:8]=3[C:9](=[O:11])[NH:10][C:4]=2[CH:3]=1 |f:2.3|. Procedure: A solution of 7-chloro-3-(ethoxycarbonyl)pyrazolo[3,4-c][1]benzazepine-4,10(1H,9H)-dione (6 g, 18.75 mmol) in aqueous sodium hydroxide (206 mL, 0.2 N) was refluxed for 135 minutes. The mixture was cooled to room temperature and glacial acetic acid (30 mL) was added. The insoluble material was filtered and dried to give the title compound as a yellow solid (5.1 g, 94%, m.p. >400° C. dec.). Reactants: CCCCBr, CO, [Na+], [OH-], c1c[nH]cn1. The product is CCCCn1ccnc1. Reaction SMILES: [Br:1][CH2:2][CH2:3][CH2:4][CH3:5].[CH3:11][OH:12].[Na+:14].[OH-:13].[nH:6]1[cH:7][n:8][cH:9][cH:10]1>>[CH2:2]([CH2:3][CH2:4][CH3:5])[n:6]1[cH:7][n:8][cH:9][cH:10]1. Starting materials: [Al+3], C1CCOC1, CON(C)C(=O)C(Cc1ccccc1)NC(=O)OCc1ccccc1, [H-], [H-], [H-], [H-], [Li+]. RXN SMILES: [Al+3:2].[CH2:32]1[O:33][CH2:34][CH2:35][CH2:36]1.[CH2:7]([c:8]1[cH:9][cH:10][cH:11][cH:12][cH:13]1)[O:14][C:15]([NH:16][CH:17]([CH2:18][c:19]1[cH:20][cH:21][cH:22][cH:23][cH:24]1)[C:25]([N:26]([O:27][CH3:28])[CH3:29])=[O:30])=[O:31].[H-:1].[H-:4].[H-:5].[H-:6].[Li+:3]>>[CH2:7]([c:8]1[cH:9][cH:10][cH:11][cH:12][cH:13]1)[O:14][C:15]([NH:16][CH:17]([CH2:18][c:19]1[cH:20][cH:21][cH:22][cH:23][cH:24]1)[CH:25]=[O:30])=[O:31]. Product: O=CC(Cc1ccccc1)NC(=O)OCc1ccccc1. The reactants are C(C1=CC=CC=C1)OC(=O)N1CCC(CC1)C=1NC(=C(N1)C1=CC(=CC=C1)C(F)(F)F)C1=NC(=NC=C1)SC (4-[5-(2-methylthiopyrimidin-4-yl)-4-(3-trifluoromethylphenyl)-1H-imidazol-2-yl]piperidine-1-carboxylic acid benzyl ester), OOS(=O)[O-].[K+] (Oxone), CO (methanol). Run at time 4 hour. Yields the product C(C1=CC=CC=C1)OC(=O)N1CCC(CC1)C=1NC(=C(N1)C1=CC(=CC=C1)C(F)(F)F)C1=NC(=NC=C1)S(=O)(=O)C (4-[5-(2-Methylsulfonylpyrimidin-4-yl)-4-(3-trifluoromethylphenyl)-1H-imidazol-2-yl]piperidine-1-carboxylic acid benzyl ester). Reaction SMILES: [CH2:1]([O:8][C:9]([N:11]1[CH2:16][CH2:15][CH:14]([C:17]2[NH:18][C:19]([C:32]3[CH:37]=[CH:36][N:35]=[C:34](SC)[N:33]=3)=[C:20]([C:22]3[CH:27]=[CH:26][CH:25]=[C:24]([C:28]([F:31])([F:30])[F:29])[CH:23]=3)[N:21]=2)[CH2:13][CH2:12]1)=[O:10])[C:2]1[CH:7]=[CH:6][CH:5]=[CH:4][CH:3]=1.O[O:41][S:42]([O-:44])=O.[K+].[CH3:46]O>>[CH2:1]([O:8][C:9]([N:11]1[CH2:12][CH2:13][CH:14]([C:17]2[NH:18][C:19]([C:32]3[CH:37]=[CH:36][N:35]=[C:34]([S:42]([CH3:46])(=[O:44])=[O:41])[N:33]=3)=[C:20]([C:22]3[CH:27]=[CH:26][CH:25]=[C:24]([C:28]([F:30])([F:31])[F:29])[CH:23]=3)[N:21]=2)[CH2:15][CH2:16]1)=[O:10])[C:2]1[CH:3]=[CH:4][CH:5]=[CH:6][CH:7]=1 |f:1.2|. Procedure details: To a stirring solution of 4-[5-(2-methylthiopyrimidin-4-yl)-4-(3-trifluoromethylphenyl)-1H-imidazol-2-yl]piperidine-1-carboxylic acid benzyl ester (2.5 g, 0.0045 mole) in methanol (75 mL) at 20° C. was slowly added an aqueous solution (75 mL) of Oxone® (8.32 g, 0.0135 mole). The reaction was allowed to stir for 4 hours, concentrated in vacuo to remove methanol, diluted with 10% aqueous sodium bicarbonate (100 mL), and extracted with ethyl acetate (2×150 mL). The organic extracts were combined, d... The reactants are Brc1cccc2sccc12, CCCC(=O)N(C)OC, I, [Mg], C1CCOC1. Yields the product CCCC(=O)c1cccc2sccc12. As a reaction SMILES: [Br:1][c:2]1[cH:3][cH:4][cH:5][c:6]2[s:7][cH:8][cH:9][c:10]12.[CH3:13][O:14][N:15]([C:16]([CH2:17][CH2:18][CH3:19])=[O:20])[CH3:21].[I:12].[Mg:11].[O:22]1[CH2:23][CH2:24][CH2:25][CH2:26]1>>[c:2]1([C:16]([CH2:17][CH2:18][CH3:19])=[O:20])[cH:3][cH:4][cH:5][c:6]2[s:7][cH:8][cH:9][c:10]12. Procedure: To a solution of 130 mg (0.676 mmol) of 3'-trimethylsilylacetophenone and 127 mg (0.774 mmol) of methyl 4-formylbenzoate in 4.5 ml of tetrahydrofuran (THF) were added 128 mg (3.20 mmol) of NaOH and 3 ml of hot water, and the mixture was stirred at room temperature overnight. The reaction mixture was adjusted with 7 ml of 0.5N-HCl to pH6, and then the aqueous solution was extracted with ethyl acetate. The extract was washed with 0.05N-HCl and H2O, dried and evaporated. The residue was purified by... Solvent: O1CCCC1 (tetrahydrofuran), O (water). Reaction conditions: time 8 hour. Isolated yield 60.6%. Yields the product C[Si](C=1C=C(C=CC1)C(C=CC1=CC=C(C(=O)O)C=C1)=O)(C)C (4-[3-(3-Trimethylsilylphenyl)-3-oxo-1-propenyl]benzoic Acid). The reactants are Cl (HCl), C[Si](C=1C=C(C=CC1)C(C)=O)(C)C (3'-trimethylsilylacetophenone), C(=O)C1=CC=C(C(=O)OC)C=C1 (methyl 4-formylbenzoate), [OH-].[Na+] (NaOH). Reaction SMILES: [CH3:1][Si:2]([CH3:13])([CH3:12])[C:3]1[CH:4]=[C:5]([C:9](=[O:11])[CH3:10])[CH:6]=[CH:7][CH:8]=1.[CH:14]([C:16]1[CH:25]=[CH:24][C:19]([C:20]([O:22]C)=[O:21])=[CH:18][CH:17]=1)=O.[OH-].[Na+].Cl>O1CCCC1.O>[CH3:13][Si:2]([CH3:12])([CH3:1])[C:3]1[CH:4]=[C:5]([C:9](=[O:11])[CH:10]=[CH:14][C:16]2[CH:25]=[CH:24][C:19]([C:20]([OH:22])=[O:21])=[CH:18][CH:17]=2)[CH:6]=[CH:7][CH:8]=1 |f:2.3|. Starting materials: ClC=1C=C(C(=NC1)C(=O)C1=C(C(=O)O)C=CC=C1)N(COC)S(=O)(=O)C1=CC(=C(C=C1)Cl)C(F)(F)F (2-{5-Chloro-3-[(4-chloro-3-trifluoromethyl-benzenesulfonyl)-methoxymethyl-amino]-pyridine-2-carbonyl}-benzoic acid), O (water). Run in Cl (HCl), O1CCOCC1 (dioxane). The product is ClC=1C=C(C(=NC1)C(=O)C1=C(C(=O)O)C=CC=C1)NS(=O)(=O)C1=CC(=C(C=C1)Cl)C(F)(F)F (2-[5-Chloro-3-(4-chloro-3-trifluoromethyl-benzenesulfonylamino)-pyridine-2-carbonyl]-benzoic acid). Yield: 42.8%. As a reaction SMILES: [Cl:1][C:2]1[CH:3]=[C:4]([N:19]([S:23]([C:26]2[CH:31]=[CH:30][C:29]([Cl:32])=[C:28]([C:33]([F:36])([F:35])[F:34])[CH:27]=2)(=[O:25])=[O:24])COC)[C:5]([C:8]([C:10]2[CH:18]=[CH:17][CH:16]=[CH:15][C:11]=2[C:12]([OH:14])=[O:13])=[O:9])=[N:6][CH:7]=1.O>Cl.O1CCOCC1>[Cl:1][C:2]1[CH:3]=[C:4]([NH:19][S:23]([C:26]2[CH:31]=[CH:30][C:29]([Cl:32])=[C:28]([C:33]([F:36])([F:35])[F:34])[CH:27]=2)(=[O:24])=[O:25])[C:5]([C:8]([C:10]2[CH:18]=[CH:17][CH:16]=[CH:15][C:11]=2[C:12]([OH:14])=[O:13])=[O:9])=[N:6][CH:7]=1. Procedure details: A mixture of 2-{5-Chloro-3-[(4-chloro-3-trifluoromethyl-benzenesulfonyl)-methoxymethyl-amino]-pyridine-2-carbonyl}-benzoic acid (150 mg, 0.27 mmol) in 3 ml of 4M HCl in dioxane and 1 mL of water was refluxed for 2 hours. After cooling to room temperature the mixture was concentrated and then diluted with water. Sodium bicarbonate was added until pH was 6. The mixture was extracted with ethyl acetate, dried and concentrated. The residue was further purified via flash column (70% ethyl acetate in ... The reactants are CN(C=1C=C(C=CC1)CO)C ((3-(dimethylamino)phenyl)methanol), CC1(OB(OC1(C)C)C=1C=NNC1)C (4-(4,4,5,5-tetramethyl-1,3,2-dioxaborolan-2-yl)-1H-pyrazole), C(#N)C=P(CCCC)(CCCC)CCCC (cyanomethylenetributylphosphorane). The solvent is C1(=CC=CC=C1)C (toluene). Run at time 8 hour. Product: CN(C1=CC(=CC=C1)CN1N=CC(=C1)B1OC(C(O1)(C)C)(C)C)C (N,N-dimethyl-3-((4-(4,4,5,5-tetramethyl-1,3,2-dioxaborolan-2-yl)-1H-pyrazol-1-yl)methyl)aniline). Reaction SMILES: [CH3:1][N:2]([CH3:11])[C:3]1[CH:4]=[C:5]([CH2:9]O)[CH:6]=[CH:7][CH:8]=1.[CH3:12][C:13]1([CH3:25])[C:17]([CH3:19])([CH3:18])[O:16][B:15]([C:20]2[CH:21]=[N:22][NH:23][CH:24]=2)[O:14]1.C(C=P(CCCC)(CCCC)CCCC)#N>C1(C)C=CC=CC=1>[CH3:1][N:2]([CH3:11])[C:3]1[CH:8]=[CH:7][CH:6]=[C:5]([CH2:9][N:23]2[CH:24]=[C:20]([B:15]3[O:14][C:13]([CH3:25])([CH3:12])[C:17]([CH3:19])([CH3:18])[O:16]3)[CH:21]=[N:22]2)[CH:4]=1. Procedure: To a solution of (3-(dimethylamino)phenyl)methanol (0.100 g), 4-(4,4,5,5-tetramethyl-1,3,2-dioxaborolan-2-yl)-1H-pyrazole (0.167 g) and cyanomethylenetributylphosphorane (0.208 g) were added and stirred together in toluene (1 mL) at room temperature. After stirring overnight the reaction was loaded directly onto silica gel and eluted using a gradient of 5% to 35% ethyl acetate/hexanes to provide the title compound.